The task is: describe an organic reaction: reactants, conditions, products, and yield. This data is from the Open Reaction Database (ORD), a public repository of structured organic reaction records. The reactants are ClC1=NC(=CC(=C1C#N)C)Cl (2,6-dichloro-3-cyano-4-methylpyridine), N1C=NC=C1 (imidazole), C(Cl)(Cl)Cl.C(C)O (chloroform ethanol). Run in CN(C=O)C (dimethylformamide). Yields the product ClC1=NC(=CC(=C1C#N)C)N1C=NC=C1 (2-Chloro-3-cyano-6-(imidazol-1-yl)-4-methylpyridine). The yield is 22.9%. Reaction SMILES: [Cl:1][C:2]1[C:7]([C:8]#[N:9])=[C:6]([CH3:10])[CH:5]=[C:4](Cl)[N:3]=1.[NH:12]1[CH:16]=[CH:15][N:14]=[CH:13]1.C(Cl)(Cl)Cl.C(O)C>CN(C)C=O>[Cl:1][C:2]1[C:7]([C:8]#[N:9])=[C:6]([CH3:10])[CH:5]=[C:4]([N:12]2[CH:16]=[CH:15][N:14]=[CH:13]2)[N:3]=1 |f:2.3|. Procedure details: A solution of 2,6-dichloro-3-cyano-4-methylpyridine (5.6 g) and imidazole (2.04 g) in dimethylformamide (10 mL) was heated at 130° C. for 1.25 hours. After cooling to room temperature the mixture was fractionated directly on silica gel with chloroform/ethanol gradient) to give 1.5 g of the title compound, suitable for use in the next reaction. The reactants are COC1=CC=C(CN2N=C(C=3C2=NC=CC3Cl)I)C=C1 (1-(4-methoxybenzyl)-4-chloro-3-iodo-1H-pyrazolo[3,4-b]pyridine), C(C)(=O)[O-].[Cs+] (cesium acetate), CN(C)C=O (DMF). The solvent is O (water). Run at temperature 100 celsius. Product: COC1=CC=C(CN2N=C(C3=C2N=CC=C3O)I)C=C1 (1-(4-methoxybenzyl)-3-iodo-1H-pyrazolo[3,4-b]pyridin-4-ol). Isolated yield 33.4%. RXN SMILES: [CH3:1][O:2][C:3]1[CH:20]=[CH:19][C:6]([CH2:7][N:8]2[C:12]3=[N:13][CH:14]=[CH:15][C:16](Cl)=[C:11]3[C:10]([I:18])=[N:9]2)=[CH:5][CH:4]=1.C([O-])(=[O:23])C.[Cs+].CN(C=O)C>O>[CH3:1][O:2][C:3]1[CH:20]=[CH:19][C:6]([CH2:7][N:8]2[C:12]3[N:13]=[CH:14][CH:15]=[C:16]([OH:23])[C:11]=3[C:10]([I:18])=[N:9]2)=[CH:5][CH:4]=1 |f:1.2|. Procedure details: A mixture of 1-(4-methoxybenzyl)-4-chloro-3-iodo-1H-pyrazolo[3,4-b]pyridine (7.00 g, 17.52 mmol, obtained from Example 84, Step D), cesium acetate (33.62 g, 175.2 mmol) and DMF (175 mL) was heated to 100° C. for 12 hours. The reaction was cooled to room temperature, diluted with water (50 mL), extracted with EtOAc (100 mL), dried over sodium sulfate, filtered and concentrated. The residue was purified by flash column chromatography (5% MeOH in CH2Cl2) to afford the product (2.23 g, 79% yield) as... RXN SMILES: [Cl:1][C:2]1[N:11]=[C:10]([NH:12][CH2:13][CH2:14][CH2:15][CH2:16][CH2:17][CH2:18][CH3:19])[C:9]2[C:4](=[CH:5][CH:6]=[C:7]([N+:20]([O-:22])=[O:21])[CH:8]=2)[N:3]=1.[CH2:23]([NH2:26])[CH:24]=[CH2:25]>O>[ClH:1].[CH2:23]([NH:26][C:2]1[N:11]=[C:10]([NH:12][CH2:13][CH2:14][CH2:15][CH2:16][CH2:17][CH2:18][CH3:19])[C:9]2[C:4](=[CH:5][CH:6]=[C:7]([N+:20]([O-:22])=[O:21])[CH:8]=2)[N:3]=1)[CH:24]=[CH2:25] |f:3.4|. Yields the product free compound, Cl.C(C=C)NC1=NC2=CC=C(C=C2C(=N1)NCCCCCCC)[N+](=O)[O-] (2-Allylamino-4-heptylamino-6-nitroquinazoline hydrochloride). Reaction conditions: time 8 hour. Procedure: To 150 mg (0.46 mmol) of 2-chloro-4-heptylamino-6-nitroquinazoline was added 1.14 g (20.00 mmol) of allylamine, followed by stirring at room temperature overnight. To the reaction solution was water added, followed by extraction with ethyl acetate, washing with brine and drying over anhydrous sodium sulfate. After the solvent was distilled off, the residue was purified by a silica gel column to give 140 mg (yield: 88.6%) of a free compound base of the title compound. The yield is 88.6%. Reactants: ClC1=NC2=CC=C(C=C2C(=N1)NCCCCCCC)[N+](=O)[O-] (2-chloro-4-heptylamino-6-nitroquinazoline), C(C=C)N (allylamine). Solvent: O (water). Starting materials: COC(C1=CC(=CC=C1)C(C1=CC=CC=C1)NCC(=O)NC1=C(C=CC=C1C(C)C)C(C)C)=O ((±)-3-[[[2-[[2,6-bis(1-Methylethyl)phenyl]amino]-2-oxoethyl]amino]phenylmethyl]benzoic acid methyl ester), [H-].[H-].[H-].[H-].[Li+].[Al+3] (LiAlH4). Product: CC(C)C1=C(C(=CC=C1)C(C)C)NC(CNC(C1=CC=CC=C1)C1=CC(=CC=C1)CO)=O ((±)-N-[2,6-bis(1-Methylethyl)phenyl]-2-[[[3-(hydroxymethyl)phenyl]phenylmethyl]amino]acetamide). Reaction SMILES: C[O:2][C:3](=O)[C:4]1[CH:9]=[CH:8][CH:7]=[C:6]([CH:10]([NH:17][CH2:18][C:19]([NH:21][C:22]2[C:27]([CH:28]([CH3:30])[CH3:29])=[CH:26][CH:25]=[CH:24][C:23]=2[CH:31]([CH3:33])[CH3:32])=[O:20])[C:11]2[CH:16]=[CH:15][CH:14]=[CH:13][CH:12]=2)[CH:5]=1.[H-].[H-].[H-].[H-].[Li+].[Al+3]>>[CH3:30][CH:28]([C:27]1[CH:26]=[CH:25][CH:24]=[C:23]([CH:31]([CH3:32])[CH3:33])[C:22]=1[NH:21][C:19](=[O:20])[CH2:18][NH:17][CH:10]([C:6]1[CH:7]=[CH:8][CH:9]=[C:4]([CH2:3][OH:2])[CH:5]=1)[C:11]1[CH:12]=[CH:13][CH:14]=[CH:15][CH:16]=1)[CH3:29] |f:1.2.3.4.5.6|. Procedure details: The title compound was prepared by the reduction of the product of Example 149 by LiAlH4 at room temperature, mp 57°-62° C. Reactants: ClC=1C=C2C(=NC1)N(C=C2C=2C=C(C=NC2)N[C@@H](C(C)C)C(=O)NCC(F)(F)F)COCC[Si](C)(C)C (N2-[5-(5-chloro-1-{[2-(trimethylsilyl)ethoxy]methyl}-1H-pyrrolo[2,3-b]pyridin-3-yl)pyridin-3-yl]-N-(2,2,2-trifluoroethyl)valinamide), CN1N=CC(=C1)B1OC(C(O1)(C)C)(C)C (1-methyl-4-(4,4,5,5-tetramethyl-1,3,2-dioxaborolan-2-yl)-1H-pyrazole), CC(C)C1=CC(=C(C(=C1)C(C)C)C2=C(C=CC=C2)P(C3CCCCC3)C4CCCCC4)C(C)C (X-PHOS), P(=O)([O-])([O-])[O-] (phosphate). Reagents/catalysts: C(C)(=O)[O-].[Pd+2].C(C)(=O)[O-] (palladium(II) acetate). Run in CN(C)C=O (DMF), O (water). Reaction conditions: temperature 100 celsius. The product is CN1N=CC(=C1)C=1C=C2C(=NC1)N(C=C2C=2C=C(C=NC2)N[C@@H](C(C)C)C(=O)NCC(F)(F)F)COCC[Si](C)(C)C (N2-{5-[5-(1-methyl-1H-pyrazol-4-yl)-1-{[2-(trimethylsilyl)ethoxy]methyl}-1H-pyrrolo[2,3-b]pyridin-3-yl]pyridin-3-yl}-N-(2,2,2-trifluoroethyl)valinamide). As a reaction SMILES: Cl[C:2]1[CH:3]=[C:4]2[C:10]([C:11]3[CH:12]=[C:13]([NH:17][C@H:18]([C:22]([NH:24][CH2:25][C:26]([F:29])([F:28])[F:27])=[O:23])[CH:19]([CH3:21])[CH3:20])[CH:14]=[N:15][CH:16]=3)=[CH:9][N:8]([CH2:30][O:31][CH2:32][CH2:33][Si:34]([CH3:37])([CH3:36])[CH3:35])[C:5]2=[N:6][CH:7]=1.[CH3:38][N:39]1[CH:43]=[C:42](B2OC(C)(C)C(C)(C)O2)[CH:41]=[N:40]1.CC(C1C=C(C(C)C)C(C2C=CC=CC=2P(C2CCCCC2)C2CCCCC2)=C(C(C)C)C=1)C.P([O-])([O-])([O-])=O>CN(C=O)C.C([O-])(=O)C.[Pd+2].C([O-])(=O)C.O>[CH3:38][N:39]1[CH:43]=[C:42]([C:2]2[CH:3]=[C:4]3[C:10]([C:11]4[CH:12]=[C:13]([NH:17][C@H:18]([C:22]([NH:24][CH2:25][C:26]([F:27])([F:28])[F:29])=[O:23])[CH:19]([CH3:21])[CH3:20])[CH:14]=[N:15][CH:16]=4)=[CH:9][N:8]([CH2:30][O:31][CH2:32][CH2:33][Si:34]([CH3:37])([CH3:36])[CH3:35])[C:5]3=[N:6][CH:7]=2)[CH:41]=[N:40]1 |f:5.6.7|. Procedure: To a solution of N2-[5-(5-chloro-1-{[2-(trimethylsilyl)ethoxy]methyl}-1H-pyrrolo[2,3-b]pyridin-3-yl)pyridin-3-yl]-N-(2,2,2-trifluoroethyl)valinamide 2-1a (200 mg, 0.360 mmol), 1-methyl-4-(4,4,5,5-tetramethyl-1,3,2-dioxaborolan-2-yl)-1H-pyrazole (CA) (90 mg, 0.432 mmol), X-PHOS (30.9 mg, 0.065 mmol), palladium(II) acetate (9.69 mg, 0.043 mmol) in DMF (2 mL) was added phosphate tribasic (153 mg, 0.719 mmol) and water (0.4 mL). The mixture was evacuated then N2 purged 3 times and heated at 100° C. ... The product is O=C(C=Cc1cc(C(F)(F)F)cc(C(F)(F)F)c1)c1cccc(O)c1. The reactants are CO, Cl, O=Cc1cc(C(F)(F)F)cc(C(F)(F)F)c1, [Na+], [OH-], CC(=O)c1cccc(O)c1. Reaction SMILES: [CH3:30][OH:31].[ClH:29].[F:11][C:12]([c:13]1[cH:14][c:15]([CH:16]=[O:17])[cH:18][c:19]([C:21]([F:22])([F:23])[F:24])[cH:20]1)([F:25])[F:26].[Na+:28].[OH-:27].[OH:1][c:2]1[cH:3][c:4]([C:8]([CH3:9])=[O:10])[cH:5][cH:6][cH:7]1>>[OH:1][c:2]1[cH:3][c:4]([C:8]([CH:9]=[CH:16][c:15]2[cH:14][c:13]([C:12]([F:11])([F:25])[F:26])[cH:20][c:19]([C:21]([F:22])([F:23])[F:24])[cH:18]2)=[O:10])[cH:5][cH:6][cH:7]1. Reactants: aromatic iodonium, F[B-](F)(F)F.[H+] (fluoroboric acid), P(O)(O)O (phosphorous acid), [Cl-].C1(=CC=CC=C1)[I+]C1=CC=CC=C1 (diphenyliodonium chloride). Reagents/catalysts: F[B-](F)(F)F.[Ag+] (silver fluoroborate). Solvent: O (water). Yields the product F[B-](F)(F)F.C1(=CC=CC=C1)[I+]C1=CC=CC=C1 (diphenyliodonium fluoroborate). Reaction SMILES: [F:1][B-:2]([F:5])([F:4])[F:3].[H+].P(O)(O)O.[Cl-].[C:12]1([I+:18][C:19]2[CH:24]=[CH:23][CH:22]=[CH:21][CH:20]=2)[CH:17]=[CH:16][CH:15]=[CH:14][CH:13]=1>O.F[B-](F)(F)F.[Ag+]>[F:1][B-:2]([F:5])([F:4])[F:3].[C:19]1([I+:18][C:12]2[CH:13]=[CH:14][CH:15]=[CH:16][CH:17]=2)[CH:20]=[CH:21][CH:22]=[CH:23][CH:24]=1 |f:0.1,3.4,6.7,8.9|. Procedure details: The aromatic iodonium complex salts may be prepared by metathesis of corresponding aromatic iodonium simple salts (such as, for example, diphenyliodonium bisulfate) in accordance with the teachings of Beringer et al., J. Am. Chem. Soc. 81,342 (1959). Thus, for example, the complex salt diphenyliodonium tetrafluoroborate is prepared by the addition at 60° C. of an aqueous solution containing 29.2 g silver fluoroborate, 2 g fluoroboric acid, and 0.5 g phosphorous acid in about 30 ml of water to a ... The reactants are Cl (hydrochloric acid), Cl.C(C)OC(CN)=O (glycine ethyl ester hydrochloride), C(C)OC(CBr)OCC (bromoacetaldehyde diethyl acetal), C([O-])([O-])=O.[Cs+].[Cs+] (cesium carbonate), [I-].[Na+] (sodium iodide). Run in CN(C=O)C (N,N-dimethylformamide). Conditions: temperature 100 celsius, time 4 hour. Yields the product C(C)OC(CNCC(=O)OCC)OCC (ethyl 2-[(2,2-diethoxyethyl)amino]acetate). As a reaction SMILES: Cl.[CH2:2]([O:4][C:5](=[O:8])[CH2:6][NH2:7])[CH3:3].[CH2:9]([O:11][CH:12]([O:15][CH2:16][CH3:17])[CH2:13]Br)[CH3:10].C(=O)([O-])[O-].[Cs+].[Cs+].[I-].[Na+].Cl>CN(C)C=O>[CH2:9]([O:11][CH:12]([O:15][CH2:16][CH3:17])[CH2:13][NH:7][CH2:6][C:5]([O:4][CH2:2][CH3:3])=[O:8])[CH3:10] |f:0.1,3.4.5,6.7|. Procedure details: To a suspension of the glycine ethyl ester hydrochloride (1.00 g) and bromoacetaldehyde diethyl acetal (1.08 ml) in N,N-dimethylformamide (30 ml), were added cesium carbonate (4.67 g) and sodium iodide (107 mg) and the mixture was stirred at 100° C. for 4 hours. The reaction mixture was adjusted to pH 2 with 1N hydrochloric acid and washed with ethyl acetate. The aqueous layer was adjusted to pH 11 with 1N aqueous solution of sodium hydroxide and extracted with methylene chloride. The organic la... Reactants: Cn1c(C=Cc2ccccc2Cl)cc2cc([N+](=O)[O-])ccc21, O=C1C=CC(=O)N1. The product is Cn1c2c(c3cc([N+](=O)[O-])ccc31)C1C(=O)NC(=O)C1C(c1ccccc1Cl)C2. RXN SMILES: [Cl:1][c:2]1[c:3]([CH:8]=[CH:9][c:10]2[n:11]([CH3:22])[c:12]3[cH:13][cH:14][c:15]([N+:19](=[O:20])[O-:21])[cH:16][c:17]3[cH:18]2)[cH:4][cH:5][cH:6][cH:7]1.[O:23]=[C:24]1[NH:25][C:26](=[O:27])[CH:28]=[CH:29]1>>[Cl:1][c:2]1[c:3]([CH:8]2[CH2:9][c:10]3[n:11]([CH3:22])[c:12]4[cH:13][cH:14][c:15]([N+:19](=[O:20])[O-:21])[cH:16][c:17]4[c:18]3[CH:28]3[C:26](=[O:27])[NH:25][C:24](=[O:23])[CH:29]23)[cH:4][cH:5][cH:6][cH:7]1. The reactants are C(C)(C)(C)OC(=O)NC(COC)C=1C=C(CCNC=2C(N(C(=C(N2)Cl)C)CC(=O)OCC2=CC=CC=C2)=O)C=CC1 (benzyl 2-[3-[(3-{(1R/S)-1-[(tert-butoxycarbonyl)amino]-2-methoxyethyl}phenethyl)amino]-5-chloro-6-methyl-2-oxo-1(2H)-pyrazinyl]acetate), C(=O)[O-].[NH4+] (ammonium formate), Arbocel, [OH-].[Na+] (NaOH). The reagents and catalysts are [Pd] (palladium on charcoal). Run in CO (methanol). Yields the product C(C)(C)(C)OC(=O)NC(COC)C=1C=C(CCNC=2C(N(C(=CN2)C)CC(=O)O)=O)C=CC1 (2-[3-[(3-{(1R/S)-1-[(tert-Butoxycarbonyl)amino]-2-methoxyethyl}phenethyl)amino]-6-methyl-2-oxo-1(2H)-pyrazinyl]acetic Acid). Yield: 18.1%. As a reaction SMILES: [C:1]([O:5][C:6]([NH:8][CH:9]([C:13]1[CH:14]=[C:15]([CH:39]=[CH:40][CH:41]=1)[CH2:16][CH2:17][NH:18][C:19]1[C:20](=[O:38])[N:21]([CH2:27][C:28]([O:30]CC2C=CC=CC=2)=[O:29])[C:22]([CH3:26])=[C:23](Cl)[N:24]=1)[CH2:10][O:11][CH3:12])=[O:7])([CH3:4])([CH3:3])[CH3:2].C([O-])=O.[NH4+].[OH-].[Na+]>[Pd].CO>[C:1]([O:5][C:6]([NH:8][CH:9]([C:13]1[CH:14]=[C:15]([CH:39]=[CH:40][CH:41]=1)[CH2:16][CH2:17][NH:18][C:19]1[C:20](=[O:38])[N:21]([CH2:27][C:28]([OH:30])=[O:29])[C:22]([CH3:26])=[CH:23][N:24]=1)[CH2:10][O:11][CH3:12])=[O:7])([CH3:2])([CH3:3])[CH3:4] |f:1.2,3.4|. Procedure: A mixture of benzyl 2-[3-[(3-{(1R/S)-1-[(tert-butoxycarbonyl)amino]-2-methoxyethyl}phenethyl)amino]-5-chloro-6-methyl-2-oxo-1(2H)-pyrazinyl]acetate (preparation 122) (248 mg, 0.42 mmol), ammonium formate (265 mg, 4.2 mmol) and 10% palladium on charcoal (100 mg) in methanol (10 ml) was heated under reflux for 25 hrs. The cooled reaction was filtered through Arbocel®, and NaOH (420 ml, 10M, 4.2 mmol) was added to the filtrate. This mixture was evaporated under reduced pressure, triturated and filt...